Dataset: the Open Reaction Database (ORD), a public repository of structured organic reaction records. Task: describe an organic reaction: reactants, conditions, products, and yield Reactants: IC1=CC2=C(NCC(N2)=O)N=C1 (7-Iodo-3,4-dihydro-1H-pyrido[2,3-b]pyrazin-2-one), FC=1C(=C(CBr)C=CC1)C(F)(F)F (3-fluoro-2-(trifluoromethyl)benzyl bromide). Product: FC=1C(=C(CN2C3=C(NCC2=O)N=CC(=C3)I)C=CC1)C(F)(F)F (1-[3-Fluoro-2-(trifluoromethyl)benzyl]-7-iodo-3,4-dihydro-1H-pyrido[2,3-b]pyrazin-2-one). The yield is 54.0%. RXN SMILES: [I:1][C:2]1[CH:12]=[N:11][C:5]2[NH:6][CH2:7][C:8](=[O:10])[NH:9][C:4]=2[CH:3]=1.[F:13][C:14]1[C:15]([C:22]([F:25])([F:24])[F:23])=[C:16]([CH:19]=[CH:20][CH:21]=1)[CH2:17]Br>>[F:13][C:14]1[C:15]([C:22]([F:23])([F:24])[F:25])=[C:16]([CH:19]=[CH:20][CH:21]=1)[CH2:17][N:9]1[C:8](=[O:10])[CH2:7][NH:6][C:5]2[N:11]=[CH:12][C:2]([I:1])=[CH:3][C:4]1=2. Procedure: 7-Iodo-3,4-dihydro-1H-pyrido[2,3-b]pyrazin-2-one (1.051 g) was alkylated with 3-fluoro-2-(trifluoromethyl)benzyl bromide as in General Procedure 1 to give the title compound as a light brown solid (54% yield). M.p.>200° C., LCMS: m/z=451.79 (M+H+), 1H-NMR (DMSO-d6, 400 MHz) δ 4.17 (2H, s), 5.20 (2H, bs), 7.01 (1H, d, J=7.6 Hz), 7.17 (1H, s), 7.23 (1H, s), 7.42 (1H, m), 7.63 (1H, m), 7.86 (1H, m). Starting materials: CC(C)(C)[O-], CCO, [K+], O=C=O, O, O=C(c1ccccc1)C1OC1c1ccccc1. Yields the product O=C(Cc1ccccc1)C(=O)c1ccccc1. Reaction SMILES: [CH3:18][C:19]([CH3:20])([O-:21])[CH3:22].[CH3:28][CH2:29][OH:30].[K+:23].[O:25]=[C:26]=[O:27].[OH2:24].[c:1]1([C:7]([CH:8]2[CH:9]([c:11]3[cH:12][cH:13][cH:14][cH:15][cH:16]3)[O:10]2)=[O:17])[cH:2][cH:3][cH:4][cH:5][cH:6]1>>[c:1]1([C:7]([C:8]([CH2:9][c:11]2[cH:12][cH:13][cH:14][cH:15][cH:16]2)=[O:10])=[O:17])[cH:2][cH:3][cH:4][cH:5][cH:6]1. The reactants are N(=NC(=O)OCC)C(=O)OCC (diethyl azodicarboxylate), C1(=CC=CC=C1)/C=C/C=1OC=C(N1)COC1=CC=C(C=C1)CCCO (3-[4-[2-[(E)-2-phenylethenyl]-4-oxazolylmethoxy]phenyl]propanol), C(CCC)P(CCCC)CCCC (tributyl phosphine), N1N=CN=C1 (1,2,4-triazole). Solvent: O1CCCC1 (tetrahydrofuran), O (water). The product is C1(=CC=CC=C1)/C=C/C=1OC=C(N1)COC1=CC=C(C=C1)CCCN1N=CN=C1 (1-[3-[4-[2-[(E)-2-phenylethenyl]-4-oxazolylmethoxy]phenyl]propyl]-1,2,4-triazole). Isolated yield 61.7%. Reaction SMILES: [C:1]1(/[CH:7]=[CH:8]/[C:9]2[O:10][CH:11]=[C:12]([CH2:14][O:15][C:16]3[CH:21]=[CH:20][C:19]([CH2:22][CH2:23][CH2:24]O)=[CH:18][CH:17]=3)[N:13]=2)[CH:6]=[CH:5][CH:4]=[CH:3][CH:2]=1.C(P(CCCC)CCCC)CCC.[NH:39]1[CH:43]=[N:42][CH:41]=[N:40]1.N(C(OCC)=O)=NC(OCC)=O>O1CCCC1.O>[C:1]1(/[CH:7]=[CH:8]/[C:9]2[O:10][CH:11]=[C:12]([CH2:14][O:15][C:16]3[CH:21]=[CH:20][C:19]([CH2:22][CH2:23][CH2:24][N:39]4[CH:43]=[N:42][CH:41]=[N:40]4)=[CH:18][CH:17]=3)[N:13]=2)[CH:6]=[CH:5][CH:4]=[CH:3][CH:2]=1. Procedure details: To a solution of 3-[4-[2-[(E)-2-phenylethenyl]-4-oxazolylmethoxy]phenyl]propanol (760 mg), tributyl phosphine (1.01 g) and 1,2,4-triazole (280 mg) in tetrahydrofuran (15 ml) was added dropwise, at 0° C., diethyl azodicarboxylate (700 mg). The mixture was heated for one hour under reflux, poured into water, and extracted with ethyl acetate. The ethyl acetate layer was washed with water, dried (MgSO4), and concentrated. The residue was subjected to a silica gel column chromatography. The crystals ...